This data is from the Open Reaction Database (ORD), a public repository of structured organic reaction records. The task is: describe an organic reaction: reactants, conditions, products, and yield The reactants are BrC=1C=C(C=CC1)N1N=C(C=C1C1=CC(=C(C=C1)F)Cl)C(=O)O (1-(3-Bromophenyl)-5-(3-chloro-4-fluorophenyl)-1H-pyrazole-3-carboxylic acid), ClC=1C=C(C=CC1)N1N=C(C=C1C1=CC(=CC=C1)OCCO)C(=O)N1CNC(C1)=O (1-({1-(3-Chlorophenyl)-5-[3-(2-hydroxyethoxy)phenyl]-1H-pyrazol-3-yl}carbonyl)imidazolidin-4-one). Yields the product BrC=1C=C(C=CC1)N1N=C(C=C1C1=CC(=C(C=C1)F)Cl)C(=O)N1CNC(C1)=O (1-{[1-(3-Bromophenyl)-5-(3-chloro-4-fluorophenyl)-1H-pyrazol-3-yl]carbonyl}imidazolidin-4-one). As a reaction SMILES: [Br:1][C:2]1[CH:3]=[C:4]([N:8]2[C:12]([C:13]3[CH:18]=[CH:17][C:16]([F:19])=[C:15]([Cl:20])[CH:14]=3)=[CH:11][C:10]([C:21]([OH:23])=O)=[N:9]2)[CH:5]=[CH:6][CH:7]=1.ClC1C=C(N2C(C3C=CC=C(OCCO)C=3)=CC(C([N:48]3[CH2:52][C:51](=[O:53])[NH:50][CH2:49]3)=O)=N2)C=CC=1>>[Br:1][C:2]1[CH:3]=[C:4]([N:8]2[C:12]([C:13]3[CH:18]=[CH:17][C:16]([F:19])=[C:15]([Cl:20])[CH:14]=3)=[CH:11][C:10]([C:21]([N:48]3[CH2:52][C:51](=[O:53])[NH:50][CH2:49]3)=[O:23])=[N:9]2)[CH:5]=[CH:6][CH:7]=1. Procedure: The preparation of the title compound takes place starting from the compound of Example 99A in analogy to the synthesis of the compound of Example 23. 186 mg (79% of theory) of the title compound are obtained. Starting materials: C(C)(C)(C)C1=NC=C(C(=N1)NCCCOC)C(=O)N([C@H]1C[C@H](CN(C1)C(=O)OC(C)(C)C)C(=O)OC)CC(C)C (1-tert-Butyl 3-methyl (3R,5S)-5-[({2-tert-butyl-4-[(3-methoxypropyl)amino]pyrimidin-5-yl}carbonyl)(isobutyl)amino]piperidine-1,3-dicarboxylate), [OH-].[Na+] (sodium hydroxide). The solvent is CO (methanol), C1CCOC1 (THF). Run at time 2 hour. Yields the product C(C)(C)(C)OC(=O)N1C[C@@H](C[C@@H](C1)N(CC(C)C)C(=O)C=1C(=NC(=NC1)C(C)(C)C)NCCCOC)C(=O)O ((3R,5S)-1-(tert-butoxycarbonyl)-5-[({2-tert-butyl-4-[(3-methoxypropyl)amino]pyrimidin-5-yl}carbonyl)(isobutyl)amino]piperidine-3-carboxylic acid). Isolated yield 99.7%. As a reaction SMILES: [C:1]([C:5]1[N:10]=[C:9]([NH:11][CH2:12][CH2:13][CH2:14][O:15][CH3:16])[C:8]([C:17]([N:19]([CH2:37][CH:38]([CH3:40])[CH3:39])[C@@H:20]2[CH2:25][N:24]([C:26]([O:28][C:29]([CH3:32])([CH3:31])[CH3:30])=[O:27])[CH2:23][C@H:22]([C:33]([O:35]C)=[O:34])[CH2:21]2)=[O:18])=[CH:7][N:6]=1)([CH3:4])([CH3:3])[CH3:2].[OH-].[Na+]>CO.C1COCC1>[C:29]([O:28][C:26]([N:24]1[CH2:25][C@@H:20]([N:19]([C:17]([C:8]2[C:9]([NH:11][CH2:12][CH2:13][CH2:14][O:15][CH3:16])=[N:10][C:5]([C:1]([CH3:2])([CH3:3])[CH3:4])=[N:6][CH:7]=2)=[O:18])[CH2:37][CH:38]([CH3:40])[CH3:39])[CH2:21][C@@H:22]([C:33]([OH:35])=[O:34])[CH2:23]1)=[O:27])([CH3:30])([CH3:32])[CH3:31] |f:1.2|. Reported procedure: 1-tert-Butyl 3-methyl (3R,5S)-5-[({2-tert-butyl-4-[(3-methoxypropyl)amino]pyrimidin-5-yl}carbonyl)(isobutyl)amino]piperidine-1,3-dicarboxylate (1.08 g) was dissolved in methanol (25 ml) and THF (12 ml), 2 M aqueous sodium hydroxide solution (4.79 ml) was added and the mixture was stirred at room temperature for 2 hr. The reaction mixture was concentrated under reduced pressure, the residue was diluted with saturated aqueous ammonium chloride solution, and the mixture was extracted with ethyl ace... The reactants are [N+](=O)([O-])C=1C=C(CN)C=CC1 (3-nitrobenzylamine), ClC=1N=C(C2=C(N1)SC(=C2)Cl)Cl (2,4,6-trichloro-thieno-[2,3-d]-pyrimidine). Yields the product ClC=1N=C(C2=C(N1)SC(=C2)Cl)NCC2=CC(=CC=C2)[N+](=O)[O-] (2,6-dichloro-4-(3-nitrobenzylamino)-thieno-[2,3-d]-pyrimidine). As a reaction SMILES: [N+:1]([C:4]1[CH:5]=[C:6]([CH:9]=[CH:10][CH:11]=1)[CH2:7][NH2:8])([O-:3])=[O:2].[Cl:12][C:13]1[N:14]=[C:15](Cl)[C:16]2[CH:21]=[C:20]([Cl:22])[S:19][C:17]=2[N:18]=1>>[Cl:12][C:13]1[N:14]=[C:15]([NH:8][CH2:7][C:6]2[CH:9]=[CH:10][CH:11]=[C:4]([N+:1]([O-:3])=[O:2])[CH:5]=2)[C:16]2[CH:21]=[C:20]([Cl:22])[S:19][C:17]=2[N:18]=1. Procedure details: Following the procedure of Example 1, the reaction of 3-nitrobenzylamine with 2,4,6-trichloro-thieno-[2,3-d]-pyrimidine yields 2,6-dichloro-4-(3-nitrobenzylamino)-thieno-[2,3-d]-pyrimidine. The reactants are ClC1=CC=C(C=C1)CNC(=O)C1=CN(C2=C(C(=C(C=C2C1=O)F)OC)F)COCC[Si](C)(C)C (N-((4-chlorophenyl)methyl)-6,8-difluoro-7-methoxy-4-oxo-1-(2-(trimethylsilyl)ethoxy)methyl-3-quinolinecarboxamide), Cl (hydrochloric acid), C([O-])(O)=O.[Na+] (sodium bicarbonate). The solvent is C(C)O (ethanol). Run at temperature 85 celsius. Yields the product ClC1=CC=C(C=C1)CNC(=O)C=1C=NC2=C(C(=C(C=C2C1O)F)OC)F (N-((4-Chlorophenyl)methyl)-6,8-difluoro-4-hydroxy-7-methoxy-3-quinolinecarboxamide). Reaction SMILES: [Cl:1][C:2]1[CH:7]=[CH:6][C:5]([CH2:8][NH:9][C:10]([C:12]2[C:21](=[O:22])[C:20]3[C:15](=[C:16]([F:26])[C:17]([O:24][CH3:25])=[C:18]([F:23])[CH:19]=3)[N:14](COCC[Si](C)(C)C)[CH:13]=2)=[O:11])=[CH:4][CH:3]=1.Cl.C(=O)(O)[O-].[Na+]>C(O)C>[Cl:1][C:2]1[CH:3]=[CH:4][C:5]([CH2:8][NH:9][C:10]([C:12]2[CH:13]=[N:14][C:15]3[C:20]([C:21]=2[OH:22])=[CH:19][C:18]([F:23])=[C:17]([O:24][CH3:25])[C:16]=3[F:26])=[O:11])=[CH:6][CH:7]=1 |f:2.3|. Procedure details: N-((4-Chlorophenyl)methyl)-4-oxo-6,7,8-trifluoro-1-(2-(trimethylsilyl)ethoxy) methyl-3-quinolinecarboxamide (1.00 g) from Preparation No. 13 and methanol (163 μL) are dissolved in DMF (20 mL). Sodium hydride (60% dispersion, 80 mg) is added and the mixture is heated to 140° C. for 1 h. The mixture is allowed to cool to rt, is poured into sat. aq. ammonium chloride (100 mL), and is extracted with ethyl acetate (3×50 mL). The organic layer is washed with brine (10 mL), dried (MgSO4), and concentra...